Dataset: the Open Reaction Database (ORD), a public repository of structured organic reaction records. Task: describe an organic reaction: reactants, conditions, products, and yield Starting materials: CI (Methyl iodide), ClC=1C=C(C=C(C1CO)F)O (3-chloro-5-fluoro-4-(hydroxymethyl)phenol), C([O-])([O-])=O.[K+].[K+] (potassium carbonate). The solvent is CN(C)C=O (DMF). Conditions: time 4 hour. Yields the product ClC1=C(CO)C(=CC(=C1)OC)F (2-chloro-6-fluoro-4-methoxybenzyl alcohol). The yield is 100.0%. Reaction SMILES: CI.[Cl:3][C:4]1[CH:5]=[C:6]([OH:13])[CH:7]=[C:8]([F:12])[C:9]=1[CH2:10][OH:11].[C:14](=O)([O-])[O-].[K+].[K+]>CN(C=O)C>[Cl:3][C:4]1[CH:5]=[C:6]([O:13][CH3:14])[CH:7]=[C:8]([F:12])[C:9]=1[CH2:10][OH:11] |f:2.3.4|. Reported procedure: Methyl iodide (0.13 mL, 2.08 mmol) was added dropwise to a solution of 3-chloro-5-fluoro-4-(hydroxymethyl)phenol (334 mg, 1.89 mmol) and potassium carbonate (287 mg, 2.08 mmol) in DMF (5 mL) and the reaction mixture stirred for 4 h at rt. The reaction mixture was partitioned between DCM and H2O, the organic layer separated and the aqueous further extracted with DCM. The combined organic phases were concentrated in vacuo to yield the title compound as a yellow oil (360 mg, 1.89 mmol). Starting materials: C1(=C(C=CC=C1)NCCCCC(=O)OCC)C1=CC=CC=C1 (ethyl 5-(biphenyl-2-yl)amino-valerate), [OH-].[K+] (potassium hydroxide). Run in C1=CC=CC=C1 (benzene), C(C)O (ethanol). Reaction conditions: time 24 hour. Product: C1(=C(C=CC=C1)NCCCCC(=O)O)C1=CC=CC=C1 (5-[N-(biphenyl-2-yl)amino]valeric acid). Isolated yield 77.3%. RXN SMILES: [C:1]1([C:17]2[CH:22]=[CH:21][CH:20]=[CH:19][CH:18]=2)[CH:6]=[CH:5][CH:4]=[CH:3][C:2]=1[NH:7][CH2:8][CH2:9][CH2:10][CH2:11][C:12]([O:14]CC)=[O:13].[OH-].[K+]>C1C=CC=CC=1.C(O)C>[C:1]1([C:17]2[CH:22]=[CH:21][CH:20]=[CH:19][CH:18]=2)[CH:6]=[CH:5][CH:4]=[CH:3][C:2]=1[NH:7][CH2:8][CH2:9][CH2:10][CH2:11][C:12]([OH:14])=[O:13] |f:1.2|. Procedure details: A solution of 8.0 g of ethyl 5-(biphenyl-2-yl)amino-valerate (see Example 53) in 60 ml of benzene is mixed with a solution of 2.2 g of potassium hydroxide in 20 ml of ethanol. After allowing the resulting admixture to stand for 24 hours at room temperature, the solvent mixture is distilled off in vacuo. The residue is then dissolved in water; the obtained aqueous solution is washed with diethyl ether and then acidified with dilute hydrochloric acid. The formed precipitate, which is oily at first... Reactants: C1(=CC=CC=C1)C1=NC(=NC2=CC=CC=C12)C(=O)O (4-phenyl quinazoline 2-carboxylic acid), S(=O)(Cl)Cl (thionyl chloride), CNC(C)CC (N-methyl 2-butanamine). The solvent is C1(=CC=CC=C1)C (toluene). Product: CN(C(=O)C1=NC2=CC=CC=C2C(=N1)C1=CC=CC=C1)C(CC)C (N-methyl N-(1-methyl propyl) 4-phenyl quinazoline 2-carboxamide). RXN SMILES: [C:1]1([C:7]2[C:16]3[C:11](=[CH:12][CH:13]=[CH:14][CH:15]=3)[N:10]=[C:9]([C:17]([OH:19])=O)[N:8]=2)[CH:6]=[CH:5][CH:4]=[CH:3][CH:2]=1.S(Cl)(Cl)=O.[CH3:24][NH:25][CH:26]([CH2:28][CH3:29])[CH3:27]>C1(C)C=CC=CC=1>[CH3:24][N:25]([CH:26]([CH3:27])[CH2:28][CH3:29])[C:17]([C:9]1[N:8]=[C:7]([C:1]2[CH:2]=[CH:3][CH:4]=[CH:5][CH:6]=2)[C:16]2[C:11](=[CH:12][CH:13]=[CH:14][CH:15]=2)[N:10]=1)=[O:19]. Procedure details: Operations are carried out as for Example 19, starting from 2.5 g of 4-phenyl quinazoline 2-carboxylic acid, 10 ml of thionyl chloride, 25 ml of toluene and 10 ml of N-methyl 2-butanamine. 2.2 g of N-methyl N-(1-methyl propyl) 4-phenyl quinazoline 2-carboxamide, melting at 128° C., are obtained. The reactants are Cl (HCl), [Si](C)(C)(OS(=O)(=O)C)OS(=O)(=O)C ((MsO)2SiMe2). Product: [SiH4].[Si](C)(C)(OS(=O)(=O)C)OS(=O)(=O)C (Silane (MsO)2SiMe2). As a reaction SMILES: Cl.[Si:2]([O:10][S:11]([CH3:14])(=[O:13])=[O:12])([O:5][S:6]([CH3:9])(=[O:8])=[O:7])([CH3:4])[CH3:3]>>[SiH4:2].[Si:2]([O:5][S:6]([CH3:9])(=[O:7])=[O:8])([O:10][S:11]([CH3:14])(=[O:13])=[O:12])([CH3:4])[CH3:3] |f:2.3|. Reported procedure: 1H NMR analysis of the product showed that one equivalent of HCl was present with two equivalents (MsO)2SiMe2; yield is quantitative. Starting materials: NC=1C(=CC(=C(C(=O)OC)C1)OCC)[N+](=O)[O-] (methyl 5-amino-2-ethoxy-4-nitrobenzoate). The reagents and catalysts are [C].[Pd] (palladium carbon). Solvent: C(C)O (ethanol). Yields the product NC1=CC(=C(C(=O)OC)C=C1N)OCC (methyl 4,5-diamino-2-ethoxybenzoate). Reaction SMILES: [NH2:1][C:2]1[C:3]([N+:15]([O-])=O)=[CH:4][C:5]([O:12][CH2:13][CH3:14])=[C:6]([CH:11]=1)[C:7]([O:9][CH3:10])=[O:8]>C(O)C.[C].[Pd]>[NH2:15][C:3]1[C:2]([NH2:1])=[CH:11][C:6]([C:7]([O:9][CH3:10])=[O:8])=[C:5]([O:12][CH2:13][CH3:14])[CH:4]=1 |f:2.3|. Procedure details: A suspension of 873 mg of methyl 5-amino-2-ethoxy-4-nitrobenzoate and 50 mg of 10 % palladium carbon in 50 ml of ethanol was stirred at room temperature under a hydrogen atmosphere. After the absorption of hydrogen was completed, the catalyst was removed by filtration, and the filtrate was evaporated to dryness under reduced pressure to give crude methyl 4,5-diamino-2-ethoxybenzoate. The reactants are C(#N)C1=CC=C2C(CCOC2=C1)=O (7-Cyanochroman-4-one), [Ru] (ruthenium), CC1=CC=C(C=C1)S(=O)(=O)N[C@@H](C2=CC=CC=C2)[C@H](C3=CC=CC=C3)N ((1S, 2S)-(+)—N-p-Tosyl-1,2-diphenylethylenediamine), [RuCl2(η6-para-cymene)]2. Run in CCN(CC)CC (Et3N), C(=O)O (formic acid), CCN(CC)CC (Et3N), C(=O)O (formic acid), CC#N (CH3CN), O (H2O), CC(C)O (i-PrOH). Reaction conditions: temperature 80 celsius, time 1 hour. Product: [Ru] (ruthenium), O[C@H]1CCOC2=CC(=CC=C12)C#N ((S)-4-hydroxy-chroman-7-carbonitrile). RXN SMILES: CC1C=CC(S(N[C@H]([C@@H](N)C2C=CC=CC=2)C2C=CC=CC=2)(=O)=O)=CC=1.[C:27]([C:29]1[CH:38]=[C:37]2[C:32]([C:33](=[O:39])[CH2:34][CH2:35][O:36]2)=[CH:31][CH:30]=1)#[N:28].[Ru:40]>CC(O)C.CC#N.O.CCN(CC)CC.C(O)=O>[Ru:40].[OH:39][C@@H:33]1[C:32]2[C:37](=[CH:38][C:29]([C:27]#[N:28])=[CH:30][CH:31]=2)[O:36][CH2:35][CH2:34]1. Procedure: A ruthenium chiral complex was prepared as follows: (1S, 2S)-(+)—N-p-Tosyl-1,2-diphenylethylenediamine (1.10 g, 3.0 mmol, Aldrich) and [RuCl2(η6-para-cymene)]2 (0.92 g, 1.5 mmol, STREM) were dissolved in 35 ml of i-PrOH and stirred at 80° C. for 1 h. The reaction was concentrated under reduced pressure to ˜5 ml. The mixture was cooled to −20° C., and 10 mL of H2O was added with shaking. The solution was scratched with a spatula until it all solidifies. The solid was filtered and washed with H2O ... The product is CN(C(=O)Oc1ccc(Oc2cc(C(F)(F)F)cnc2C#N)cc1)c1ccccc1. Reactants: N#Cc1ncc(C(F)(F)F)cc1Oc1ccc(O)cc1, CN(C(=O)Cl)c1ccccc1. As a reaction SMILES: [C:1](#[N:2])[c:3]1[n:4][cH:5][c:6]([C:17]([F:18])([F:19])[F:20])[cH:7][c:8]1[O:9][c:10]1[cH:11][cH:12][c:13]([OH:16])[cH:14][cH:15]1.[CH3:21][N:22]([C:23](=[O:24])[Cl:25])[c:26]1[cH:27][cH:28][cH:29][cH:30][cH:31]1>>[C:1](#[N:2])[c:3]1[n:4][cH:5][c:6]([C:17]([F:18])([F:19])[F:20])[cH:7][c:8]1[O:9][c:10]1[cH:11][cH:12][c:13]([O:16][C:23]([N:22]([CH3:21])[c:26]2[cH:27][cH:28][cH:29][cH:30][cH:31]2)=[O:24])[cH:14][cH:15]1.